This data is from the Open Reaction Database (ORD), a public repository of structured organic reaction records. The task is: describe an organic reaction: reactants, conditions, products, and yield Starting materials: C1CCOC1, CCOC(=O)c1cc(C)cc(C=C(C)C)n1, CCO. The product is CCOC(=O)c1cc(C)cc(CC(C)C)n1. As a reaction SMILES: [CH2:17]1[O:18][CH2:19][CH2:20][CH2:21]1.[CH2:1]([CH3:2])[O:3][C:4](=[O:5])[c:6]1[n:7][c:8]([CH:13]=[C:14]([CH3:15])[CH3:16])[cH:9][c:10]([CH3:12])[cH:11]1.[CH3:22][CH2:23][OH:24]>>[CH2:1]([CH3:2])[O:3][C:4](=[O:5])[c:6]1[n:7][c:8]([CH2:13][CH:14]([CH3:15])[CH3:16])[cH:9][c:10]([CH3:12])[cH:11]1. Reactants: ClC=1C=C(C=CC1Cl)/C=C/C(=O)N1CCNC(CC1)=O (1-[(E)-3-(3,4-dichloro-phenyl)-acryloyl]-[1,4]diazepan-5-one), ClC=1C=C(C=CC1Cl)/C=C/C(=O)N1CCNC(CC1)=O (1-[(E)-3-(3,4-dichloro-phenyl)-acryloyl]-[1,4]diazepan-5-one), CCC(CCCBr)Br (methyl 2,5-dibromopentane), [H-].[Na+] (NaH), CN(C)C=O (DMF), CCC(CCCBr)Br (methyl 2,5-dibromopentane), [H-].[Na+] (NaH), OS(=O)(=O)[O-].[K+] (KHSO4). Conditions: time 20 hour. The product is COC(C(CCCBr)N1CCN(CCC1=O)C(\C=C\C1=CC(=C(C=C1)Cl)Cl)=O)=O ((rac)-5-Bromo-2-{4-[(E)-3-(3,4-dichloro-phenyl)-acryloyl]-7-oxo-[1,4]diazepan-1-yl}-pentanoic acid methyl ester). Yield: 48.0%. Reaction SMILES: [Cl:1][C:2]1[CH:3]=[C:4](/[CH:9]=[CH:10]/[C:11]([N:13]2[CH2:19][CH2:18][C:17](=[O:20])[NH:16][CH2:15][CH2:14]2)=[O:12])[CH:5]=[CH:6][C:7]=1[Cl:8].C[CH2:22][CH:23](Br)[CH2:24][CH2:25][CH2:26][Br:27].[H-].[Na+].[OH:31]S([O-])(=O)=O.[K+].CN([CH:40]=[O:41])C>>[CH3:40][O:41][C:22](=[O:31])[CH:23]([N:16]1[C:17](=[O:20])[CH2:18][CH2:19][N:13]([C:11](=[O:12])/[CH:10]=[CH:9]/[C:4]2[CH:5]=[CH:6][C:7]([Cl:8])=[C:2]([Cl:1])[CH:3]=2)[CH2:14][CH2:15]1)[CH2:24][CH2:25][CH2:26][Br:27] |f:2.3,4.5|. Reported procedure: A solution of 0.501 g (1.60 mmol) of 1-[(E)-3-(3,4-dichloro-phenyl)-acryloyl]-[1,4]diazepan-5-one (intermediate 1A) and 0.447 g (1.60 mmol) of methyl 2,5-dibromopentane in 7 ml of DMF was treated at 0° C. with 0.077 g (1.76 mmol) of NaH (55% in oil). The reaction was stirred for 20 h at RT, cooled (0° C.) and treated again with 0.224 g (0.80 mmol) of methyl 2,5-dibromopentane and 0.038 g (0.88 mmol) of NaH (55% in oil). After 1 h at 0° C. and 3 h at RT, the reaction was neutralized with cold aqu... Starting materials: CO (methanol), CC(C[Si](Cl)(Cl)C1CCCCC1)CCl ((2-methyl-3-chloropropyl)-cyclohexyl-dichlorosilane), CCCCCC (hexane), C(CCCCC)O (n-hexanol). Reaction SMILES: [CH3:1][CH:2]([CH2:13][Cl:14])[CH2:3][Si:4]([CH:7]1[CH2:12][CH2:11][CH2:10][CH2:9][CH2:8]1)(Cl)Cl.[CH3:15][CH2:16][CH2:17][CH2:18][CH2:19][CH3:20].[CH2:21]([OH:27])[CH2:22][CH2:23][CH2:24][CH2:25][CH3:26].C[OH:29]>>[CH3:1][CH:2]([CH2:13][Cl:14])[CH2:3][Si:4]([CH:7]1[CH2:12][CH2:11][CH2:10][CH2:9][CH2:8]1)([O:27][CH2:21][CH2:22][CH2:23][CH2:24][CH2:25][CH3:26])[O:29][CH2:15][CH2:16][CH2:17][CH2:18][CH2:19][CH3:20]. The product is CC(C[Si](OCCCCCC)(OCCCCCC)C1CCCCC1)CCl ((2-Methyl-3-chloropropyl)-cyclohexyl-dihexoxysilane). Procedure: The apparatus was identical to that described in Example 1. 1367 g (5 mols) of (2-methyl-3-chloropropyl)-cyclohexyl-dichlorosilane were introduced into the flask together with 900 ml of hexane. The esterification was performed as described in Example 1. However, in place of methanol, two portions of 510 g (5 mols) each of n-hexanol were used. The raw reaction product was worked up by distillation in vacuo. The structure of the reaction product was elucidated by elemental and GC/MS analysis. Reactants: ClC1=CC=C2C(=N1)N(C(N2CC2CC2)=O)C (5-chloro-1-(cyclopropylmethyl)-3-methyl-1,3-dihydro-2H-imidazo[4,5-b]pyridin-2-one), C(=O)([O-])[O-].[Cs+].[Cs+] (Cs2CO3), FC(S(=O)(=O)OC=1C2CN(C(C1C)CC2)C2=CC=C(C=C2)OC)(F)F (2-(4-Methoxyphenyl)-6-methyl-2-azabicyclo[2.2.2]oct-5-en-5-yl trifluoromethanesulfonate), bis(pinocolato)diboron, C(C)(=O)[O-].[K+] (potassium acetate). Reagents/catalysts: CC(C)([P](C(C)(C)C)([Pd][P](C(C)(C)C)(C(C)(C)C)C(C)(C)C)C(C)(C)C)C (Bis(tri-tert-butylphosphine)palladium(0)), C1=CC=C(C=C1)P([C-]2C=CC=C2)C3=CC=CC=C3.C1=CC=C(C=C1)P([C-]2C=CC=C2)C3=CC=CC=C3.Cl[Pd]Cl.[Fe+2] (PdCl2(dppf)). Run in O (water), O1CCOCC1 (1,4-dioxane). Conditions: temperature 60 celsius, time 18 hour. The product is CC(CN1C(N(C2=NC(=CC=C21)C=2C1CN(C(C2C)CC1)C1=CC=C(C=C1)OC)C)=O)(C)C (1-(2,2-Dimethylpropyl)-5-[2-(4-methoxyphenyl)-6-methyl-2-azabicyclo-[2.2.2]oct-5-en-5-yl]-3-methyl-1,3-dihydro-2H-imidazo[4,5-b]pyridin-2-one). As a reaction SMILES: FC(F)(F)S(O[C:7]1[CH:8]2[CH2:15][CH2:14][CH:11]([C:12]=1[CH3:13])[N:10]([C:16]1[CH:21]=[CH:20][C:19]([O:22][CH3:23])=[CH:18][CH:17]=1)[CH2:9]2)(=O)=O.[C:26]([O-])(=O)C.[K+].Cl[C:32]1[N:37]=[C:36]2[N:38]([CH3:46])[C:39](=[O:45])[N:40]([CH2:41][CH:42]3[CH2:44][CH2:43]3)[C:35]2=[CH:34][CH:33]=1.C([O-])([O-])=O.[Cs+].[Cs+]>C1C=CC(P(C2C=CC=CC=2)[C-]2C=CC=C2)=CC=1.C1C=CC(P(C2C=CC=CC=2)[C-]2C=CC=C2)=CC=1.Cl[Pd]Cl.[Fe+2].CC(C)([P](C(C)(C)C)([Pd][P](C(C)(C)C)(C(C)(C)C)C(C)(C)C)C(C)(C)C)C.O.O1CCOCC1>[CH3:26][C:42]([CH3:43])([CH3:44])[CH2:41][N:40]1[C:35]2[C:36](=[N:37][C:32]([C:7]3[CH:8]4[CH2:15][CH2:14][CH:11]([C:12]=3[CH3:13])[N:10]([C:16]3[CH:21]=[CH:20][C:19]([O:22][CH3:23])=[CH:18][CH:17]=3)[CH2:9]4)=[CH:33][CH:34]=2)[N:38]([CH3:46])[C:39]1=[O:45] |f:1.2,4.5.6,7.8.9.10,^1:95,101|. Procedure details: 2-(4-Methoxyphenyl)-6-methyl-2-azabicyclo[2.2.2]oct-5-en-5-yl trifluoromethanesulfonate (7-2, 429 mg, 1.14 mmol, 1.0 equiv), bis(pinocolato)diboron (317 mg, 1.25 mmol, 1.1 equiv), potassium acetate (334 mg, 3.41 mmol, 3.0 equiv) and PdCl2(dppf) (58.2 mg, 0.079 mmol, 0.07 equiv) were added to anhydrous 1,4-dioxane (1.4 mL) and heated to 60° C. After 18 h, the reaction contents were cooled to RT, followed by the subsequent addition of water (289 μL), 5-chloro-1-(2,2-dimethylpropyl)-3-methyl-1,3-di... Reactants: C(C\C=C/CC)O (cis-3-hexenol), C(C1=CC=CC=C1)OC(=O)Cl (benzylchloroformate). The product is C(CC=CCC)OC(OCC1=CC=CC=C1)=O (Carbonic acid benzyl ester hex-3-enyl ester). As a reaction SMILES: [CH2:1]([OH:7])[CH2:2]/[CH:3]=[CH:4]\[CH2:5][CH3:6].[CH2:8]([O:15][C:16](Cl)=[O:17])[C:9]1[CH:14]=[CH:13][CH:12]=[CH:11][CH:10]=1>>[CH2:1]([O:7][C:16](=[O:17])[O:15][CH2:8][C:9]1[CH:14]=[CH:13][CH:12]=[CH:11][CH:10]=1)[CH2:2][CH:3]=[CH:4][CH2:5][CH3:6]. Procedure: Starting Material: cis-3-hexenol and benzylchloroformate. Starting materials: O1C(=NC2=C1C=CC=C2)C(O)[C@H](CCC)NC(C(CS(=O)(=O)CC2=CC=CC=C2)CS(=O)(=O)CC2=CC=CC=C2)=O (N-[(S)-1-(1-Benzooxazol-2-yl-1-hydroxy-methyl)-butyl]-3-benzylsulfonyl-2-benzylsulfonylmethyl-propionamide), 1,1,1,1-triacetoxy-1,1-dihydro-1,2-benziodoxol-3(1H)-one, S(=S)(=O)([O-])[O-].[Na+].[Na+] (sodium thiosulfate), C([O-])(O)=O.[Na+] (sodium bicarbonate). Run in C(Cl)Cl (methylene chloride). Conditions: time 30 minute. The product is O1C(=NC2=C1C=CC=C2)C(=O)[C@H](CCC)NC(C(CS(=O)(=O)CC2=CC=CC=C2)CS(=O)(=O)CC2=CC=CC=C2)=O (N-[(S)-1-(1-benzooxazol-2-yl-methanoyl)-butyl]-3-benzylsulfonyl-2-benzylsulfonylmethyl-propionamide). The yield is 73.8%. RXN SMILES: [O:1]1[C:5]2[CH:6]=[CH:7][CH:8]=[CH:9][C:4]=2[N:3]=[C:2]1[CH:10]([C@@H:12]([NH:16][C:17](=[O:41])[CH:18]([CH2:30][S:31]([CH2:34][C:35]1[CH:40]=[CH:39][CH:38]=[CH:37][CH:36]=1)(=[O:33])=[O:32])[CH2:19][S:20]([CH2:23][C:24]1[CH:29]=[CH:28][CH:27]=[CH:26][CH:25]=1)(=[O:22])=[O:21])[CH2:13][CH2:14][CH3:15])[OH:11].S([O-])([O-])(=O)=S.[Na+].[Na+].C(=O)(O)[O-].[Na+]>C(Cl)Cl>[O:1]1[C:5]2[CH:6]=[CH:7][CH:8]=[CH:9][C:4]=2[N:3]=[C:2]1[C:10]([C@@H:12]([NH:16][C:17](=[O:41])[CH:18]([CH2:30][S:31]([CH2:34][C:35]1[CH:36]=[CH:37][CH:38]=[CH:39][CH:40]=1)(=[O:32])=[O:33])[CH2:19][S:20]([CH2:23][C:24]1[CH:25]=[CH:26][CH:27]=[CH:28][CH:29]=1)(=[O:22])=[O:21])[CH2:13][CH2:14][CH3:15])=[O:11] |f:1.2.3,4.5|. Procedure: A solution of N-[(S)-1-(1-Benzooxazol-2-yl-1-hydroxy-methyl)-butyl]-3-benzylsulfonyl-2-benzylsulfonylmethyl-propionamide (0.140 g, 0.234 mmol) in methylene chloride (5 mL) was treated with 1,1,1,1-triacetoxy-1,1-dihydro-1,2-benziodoxol-3(1H)-one (Dess-Martin periodinane) (0.127 g, 0.30 mmol.) and the resulting solution was stirred at room temperature for 30 minutes. Aqueous sodium thiosulfate and sodium bicarbonate (15 mL, 0.25 M) were added and the reaction mixture was stirred for 20 minutes. T... Starting materials: BrC1CC1(c1ccccc1)c1ccccc1, C1CCOC1, CCCCCC, CC(C)P(Cl)C(C)C, I[Cu]I, I, [Mg]. The product is CC(C)P(C(C)C)C1(C)CC1(c1ccccc1)c1ccccc1. As a reaction SMILES: [Br:1][CH:2]1[C:3]([c:5]2[cH:6][cH:7][cH:8][cH:9][cH:10]2)([c:11]2[cH:12][cH:13][cH:14][cH:15][cH:16]2)[CH2:4]1.[CH2:36]1[O:37][CH2:38][CH2:39][CH2:40]1.[CH3:27][CH2:28][CH2:29][CH2:30][CH2:31][CH3:32].[Cl:19][P:20]([CH:21]([CH3:22])[CH3:23])[CH:24]([CH3:25])[CH3:26].[Cu:33]([I:34])[I:35].[I:18].[Mg:17]>>[C:2]1([P:20]([CH:21]([CH3:22])[CH3:23])[CH:24]([CH3:25])[CH3:26])([CH3:27])[C:3]([c:5]2[cH:6][cH:7][cH:8][cH:9][cH:10]2)([c:11]2[cH:12][cH:13][cH:14][cH:15][cH:16]2)[CH2:4]1.